From a dataset of the Open Reaction Database (ORD), a public repository of structured organic reaction records. describe an organic reaction: reactants, conditions, products, and yield The reactants are C(C)(=O)OC1=CC=2CC[C@H]3[C@@H]4CCC([C@@]4(C)CC[C@@H]3C2C=C1C(=O)OC)=O (Methyl 3-Acetoxyestra-1,3,5(10)-trien-17-one-2-carboxylate), [H-].[Na+] (sodium hydride). Run in C1CCOC1 (THF), CO (MeOH). Conditions: time 30 minute. The product is OC1=CC=2CC[C@H]3[C@@H]4CCC([C@@]4(C)CC[C@@H]3C2C=C1C(=O)OC)=O (Methyl 3-Hydroxyestra-1,3,5(10)-trien-17-one-2-carboxylate). Isolated yield 87.1%. RXN SMILES: C([O:4][C:5]1[C:22]([C:23]([O:25][CH3:26])=[O:24])=[CH:21][C:20]2[C@@H:19]3[C@H:10]([C@H:11]4[C@@:15]([CH2:17][CH2:18]3)([CH3:16])[C:14](=[O:27])[CH2:13][CH2:12]4)[CH2:9][CH2:8][C:7]=2[CH:6]=1)(=O)C.[H-].[Na+]>C1COCC1.CO>[OH:4][C:5]1[C:22]([C:23]([O:25][CH3:26])=[O:24])=[CH:21][C:20]2[C@@H:19]3[C@H:10]([C@H:11]4[C@@:15]([CH2:17][CH2:18]3)([CH3:16])[C:14](=[O:27])[CH2:13][CH2:12]4)[CH2:9][CH2:8][C:7]=2[CH:6]=1 |f:1.2|. Reported procedure: To a solution of methyl 3-acetoxyestra-1,3,5(10)-trien-17-one-2-carboxylate (63, 0.746 g, 2.0 mmol) in THF (10 mL) and MeOH (15 mL) was added sodium hydride (0.240 g of a mineral oil dispersion, 60%, 6.0 mmol) at 0° C. The reaction mixture was stirred for 30 min, and quenched with saturated aqueous NH4Cl at 0° C., and extracted with EtOAc. The combined organic layers were washed with H2O, saturated aqueous NaCl, and then dried (Na2SO4). The desiccant was filtered and the solvent was evaporated a... Starting materials: Cc1nn(C)c(C#N)c1[N+](=O)[O-], Clc1ccccc1Cl, CC(N)CN, O, Cc1ccc(S(=O)(=O)O)cc1. The product is Cc1nn(C)c(C2=NC(C)CN2)c1[N+](=O)[O-]. RXN SMILES: [C:18](#[N:19])[c:20]1[c:21]([N+:27](=[O:28])[O-:29])[c:22]([CH3:26])[n:23][n:24]1[CH3:25].[Cl:30][c:31]1[cH:32][cH:33][cH:34][cH:35][c:36]1[Cl:37].[NH2:13][CH2:14][CH:15]([CH3:16])[NH2:17].[OH2:1].[c:2]1([CH3:3])[cH:4][cH:5][c:6]([S:7]([OH:8])(=[O:9])=[O:10])[cH:11][cH:12]1>>[NH:13]1[CH2:14][CH:15]([CH3:16])[N:19]=[C:18]1[c:20]1[c:21]([N+:27](=[O:28])[O-:29])[c:22]([CH3:26])[n:23][n:24]1[CH3:25]. Starting materials: O=S(=O)(Cl)c1ccc(Br)cc1, CCOC(=O)C12CC1C=CCCCCCC(NC(=O)OC(C)(C)C)C(=O)N1CC(O)CC1C(=O)N2, C1CN2CCN1CC2, Cc1ccccc1. Yields the product CCOC(=O)C12CC1C=CCCCCCC(NC(=O)OC(C)(C)C)C(=O)N1CC(OS(=O)(=O)c3ccc(Br)cc3)CC1C(=O)N2. As a reaction SMILES: [Br:44][c:45]1[cH:46][cH:47][c:48]([S:51](=[O:52])(=[O:53])[Cl:54])[cH:49][cH:50]1.[C:1]([CH3:2])([CH3:3])([CH3:4])[O:5][C:6](=[O:7])[NH:8][CH:9]1[CH2:10][CH2:11][CH2:12][CH2:13][CH2:14][CH:15]=[CH:16][CH:17]2[C:18]([C:31](=[O:32])[O:33][CH2:34][CH3:35])([NH:19][C:20](=[O:29])[CH:21]3[N:22]([C:23]1=[O:24])[CH2:25][CH:26]([OH:28])[CH2:27]3)[CH2:30]2.[CH2:36]1[N:37]2[CH2:38][CH2:39][N:40]([CH2:41][CH2:42]2)[CH2:43]1.[CH3:55][c:56]1[cH:57][cH:58][cH:59][cH:60][cH:61]1>>[C:1]([CH3:2])([CH3:3])([CH3:4])[O:5][C:6](=[O:7])[NH:8][CH:9]1[CH2:10][CH2:11][CH2:12][CH2:13][CH2:14][CH:15]=[CH:16][CH:17]2[C:18]([C:31](=[O:32])[O:33][CH2:34][CH3:35])([NH:19][C:20](=[O:29])[CH:21]3[N:22]([C:23]1=[O:24])[CH2:25][CH:26]([O:28][S:51]([c:48]1[cH:47][cH:46][c:45]([Br:44])[cH:50][cH:49]1)(=[O:52])=[O:53])[CH2:27]3)[CH2:30]2. Reactants: C(C)OC(C=CC=1SC(=C(C1)CC(=O)OCC)N)=O (Ethyl-4-[(ethoxycarbonyl)methyl]-5-amino-2-thiopheneacrylate), C[Al](C)C (trimethyaluminium). Run in ClCCl (dichloromethane). Reaction conditions: time 1 hour. The product is C(C)OC(C=CC1=CC2=C(NC(C2)=O)S1)=O (3-(5-oxo-5,6-dihydro-4H-thieno[2,3-b]pyrrol-2-yl)-acrylic acid ethyl ester). Isolated yield 27.8%. RXN SMILES: [CH2:1]([O:3][C:4](=[O:19])[CH:5]=[CH:6][C:7]1[S:8][C:9]([NH2:18])=[C:10]([CH2:12][C:13](OCC)=[O:14])[CH:11]=1)[CH3:2].C[Al](C)C>ClCCl>[CH2:1]([O:3][C:4](=[O:19])[CH:5]=[CH:6][C:7]1[S:8][C:9]2[NH:18][C:13](=[O:14])[CH2:12][C:10]=2[CH:11]=1)[CH3:2]. Procedure: Ethyl-4-[(ethoxycarbonyl)methyl]-5-amino-2-thiopheneacrylate (150 mg, 0.53 mmol) was dissolved in dichloromethane (20 ml), treated at room temperature with trimethyaluminium (2M in heptane, 1 ml, 2 mmol) and stirred for 1 hour. The reaction was quenched with water, diluted with ethyl acetate, washed with saturated brine solution and dried over magnesium sulfate. The organic phase was evaporated to dryness and the residue chromatographed on silica gel using hexane/ethyl acetate (2:1) as eluent to... The reactants are C(C)(C)(C)O[C@H](C(=O)OC)C1=C2N3CCC(OCCCC[C@@H](OC=4C=C(C=C(C4C4=CC=CC(C5=CN2C(C=C1C)=N5)=C4)F)C)C)(CC3)C (methyl(2S)-2-(tert-butoxy)-2-[(22S)-16-fluoro-4,18,22,28-tetramethyl-21,27-dioxa-1,7,34-triazahexacyclo[26.2.2.16,9.110,14.02,7.015,20]tetratriaconta-2,4,6(34),8,10(33),11,13,15(20),16,18-decaen-3-yl]acetate), C(C)(C)(C)O[C@H](C(=O)O)C1=C2N3CCC(OCC=CC[C@@H](OC=4C=C(C=CC4C4=CC=CC(C5=CN2C(C=C1C)=N5)=C4)F)C)(CC3)C ((2S)-2-(tert-butoxy)-2-[(22S)-18-fluoro-4,22,28-trimethyl-21,27-dioxa-1,7,34-triazahexacyclo[26.2.2.16,9.110,14.02,7.015,20]tetratriaconta-2,4,6(34),8,10(33),11,13,15(20),16,18,24-undecaen-3-yl]acetic acid). Yields the product C(C)(C)(C)O[C@H](C(=O)O)C1=C2N3CCC(OCCCC[C@@H](OC=4C=C(C=C(C4C4=CC=CC(C5=CN2C(C=C1C)=N5)=C4)F)C)C)(CC3)C ((2S)-2-(tert-Butoxy)-2-[(22S)-16-fluoro-4,18,22,28-tetramethyl-21,27-dioxa-1,7,34-triazahexacyclo[26.2.2.16,9.110,14.02,7.015,20]tetratriaconta-2,4,6(34),8,10(33),11,13,15(20),16,18-decaen-3-yl]acetic acid). The yield is 41.0%. As a reaction SMILES: [C:1]([O:5][C@@H:6]([C:11]1[C:40]([CH3:41])=[CH:39][C:38]2=[N:42][C:35]3=[CH:36][N:37]2[C:12]=1[N:13]1[CH2:48][CH2:47][C:16]([CH3:49])([O:17][CH2:18][CH2:19][CH2:20][CH2:21][C@H:22]([CH3:46])[O:23][C:24]2[CH:25]=[C:26]([CH3:45])[CH:27]=[C:28]([F:44])[C:29]=2[C:30]2[CH:43]=[C:34]3[CH:33]=[CH:32][CH:31]=2)[CH2:15][CH2:14]1)[C:7]([O:9]C)=[O:8])([CH3:4])([CH3:3])[CH3:2].C(O[C@@H](C1C(C)=CC2=NC3=CN2C=1N1CCC(C)(OCC=CC[C@H](C)OC2C=C(F)C=CC=2C2C=C3C=CC=2)CC1)C(O)=O)(C)(C)C>>[C:1]([O:5][C@@H:6]([C:11]1[C:40]([CH3:41])=[CH:39][C:38]2=[N:42][C:35]3=[CH:36][N:37]2[C:12]=1[N:13]1[CH2:14][CH2:15][C:16]([CH3:49])([O:17][CH2:18][CH2:19][CH2:20][CH2:21][C@H:22]([CH3:46])[O:23][C:24]2[CH:25]=[C:26]([CH3:45])[CH:27]=[C:28]([F:44])[C:29]=2[C:30]2[CH:43]=[C:34]3[CH:33]=[CH:32][CH:31]=2)[CH2:47][CH2:48]1)[C:7]([OH:9])=[O:8])([CH3:4])([CH3:2])[CH3:3]. Reported procedure: Prepared in 41% yield from methyl(2S)-2-(tert-butoxy)-2-[(22S)-16-fluoro-4,18,22,28-tetramethyl-21,27-dioxa-1,7,34-triazahexacyclo[26.2.2.16,9.110,14.02,7.015,20]tetratriaconta-2,4,6(34),8,10(33),11,13,15(20),16,18-decaen-3-yl]acetate following the procedure for (2S)-2-(tert-butoxy)-2-[(22S)-18-fluoro-4,22,28-trimethyl-21,27-dioxa-1,7,34-triazahexacyclo[26.2.2.16,9.110,14.02,7.015,20]tetratriaconta-2,4,6(34),8,10(33),11,13,15(20),16,18,24-undecaen-3-yl]acetic acid. 1H NMR (500 MHz, DMSO-d6) δ 8....